The task is: describe an organic reaction: reactants, conditions, products, and yield. This data is from the Open Reaction Database (ORD), a public repository of structured organic reaction records. Starting materials: FC=1C=C(C=CC1F)CCC1=C(C=CC(=C1)F)O (2-[2-(3,4-difluorophenyl)ethyl]-4-fluorophenol), BrCC[C@H]1N(C[C@@H](C1)O[Si](C)(C)C(C)(C)C)C(=O)OC(C)(C)C ((2S,4R)-2-(2-bromoethyl)-1-t-butoxycarbonyl-4-t-butyldimethylsilyloxypyrrolidine), CC(C)([O-])C.[K+] (potassium t-butoxide). Solvent: CN(C(C)=O)C (N,N-dimethylacetamide). Yields the product C(C)(C)(C)OC(=O)N1[C@@H](C[C@H](C1)O[Si](C)(C)C(C)(C)C)CCOC1=C(C=C(C=C1)F)CCC1=CC(=C(C=C1)F)F ((2R,4R)-1-t-Butoxycarbonyl-4-t-butyldimethylsilyloxy-2-[2-{2-[2-(3,4-difluorophenyl)ethyl]-4-fluorophenoxy}ethyl]pyrrolidine). Isolated yield 63.1%. As a reaction SMILES: [F:1][C:2]1[CH:3]=[C:4]([CH2:9][CH2:10][C:11]2[CH:16]=[C:15]([F:17])[CH:14]=[CH:13][C:12]=2[OH:18])[CH:5]=[CH:6][C:7]=1[F:8].Br[CH2:20][CH2:21][C@@H:22]1[CH2:26][C@@H:25]([O:27][Si:28]([C:31]([CH3:34])([CH3:33])[CH3:32])([CH3:30])[CH3:29])[CH2:24][N:23]1[C:35]([O:37][C:38]([CH3:41])([CH3:40])[CH3:39])=[O:36].CC(C)([O-])C.[K+]>CN(C)C(=O)C>[C:38]([O:37][C:35]([N:23]1[CH2:24][C@H:25]([O:27][Si:28]([C:31]([CH3:34])([CH3:33])[CH3:32])([CH3:30])[CH3:29])[CH2:26][C@H:22]1[CH2:21][CH2:20][O:18][C:12]1[CH:13]=[CH:14][C:15]([F:17])=[CH:16][C:11]=1[CH2:10][CH2:9][C:4]1[CH:5]=[CH:6][C:7]([F:8])=[C:2]([F:1])[CH:3]=1)=[O:36])([CH3:41])([CH3:40])[CH3:39] |f:2.3|. Procedure: 400 mg of 2-[2-(3,4-difluorophenyl)ethyl]-4-fluorophenol (prepared as described in Preparation 7), 690 mg of (2S,4R)-2-(2-bromoethyl)-1-t-butoxycarbonyl-4-t-butyldimethylsilyloxypyrrolidine and 208 mg of potassium t-butoxide were allowed to react together in 5 ml of N,N-dimethylacetamide and extracted in the same manner as described in step (a) of Example 2. The resulting oily substance was purified by silica gel column chromatography, using a 5:1 by volume mixture of hexane and ethyl acetate as...